From a dataset of the Open Reaction Database (ORD), a public repository of structured organic reaction records. describe an organic reaction: reactants, conditions, products, and yield Product: BrC1=C2C(=CNC2=CC=C1)C=O (4-Bromo-1H-indole-3-carbaldehyde). As a reaction SMILES: O=P(Cl)(Cl)Cl.[Br:6][C:7]1[CH:15]=[CH:14][CH:13]=[C:12]2[C:8]=1[CH:9]=[CH:10][NH:11]2.CN([CH:19]=[O:20])C>>[Br:6][C:7]1[CH:15]=[CH:14][CH:13]=[C:12]2[C:8]=1[C:9]([CH:19]=[O:20])=[CH:10][NH:11]2. Procedure: POCl3 (1.02 g, 6.63 mmol) was added dropwise to ice cold DMF (3 mL) and stirred for 15 min. 4-Bromoindole (1.00 g, 5.10 mmol) in DMF (1 mL) was added slowly. The mixture was heated to 35° C. with continuous stirring for 1.20 h (yellow precipitation was formed). The reaction mixture was cold on ice and treated with ice and 20% W/w aq. NaOH to pH 14 (pink color). Heating at reflux for 15 min. afforded a yellow clear solution, which formed a white precipitation when allowed to attain rt. The precip... Starting materials: O=P(Cl)(Cl)Cl (POCl3), ice, BrC1=C2C=CNC2=CC=C1 (4-Bromoindole), CN(C)C=O (DMF). Run at temperature 35 celsius, time 15 minute. Isolated yield 65.0%. The reactants are Br, COc1ccc2c(NCCN3CCOCC3)noc2c1, [Na+], [Na+], O=C([O-])[O-]. Yields the product Oc1ccc2c(NCCN3CCOCC3)noc2c1. As a reaction SMILES: [BrH:27].[CH3:1][O:2][c:3]1[cH:4][c:5]2[c:6]([c:7]([NH:10][CH2:11][CH2:12][N:13]3[CH2:14][CH2:15][O:16][CH2:17][CH2:18]3)[n:8][o:9]2)[cH:19][cH:20]1.[Na+:21].[Na+:22].[O-:23][C:24](=[O:25])[O-:26]>>[OH:2][c:3]1[cH:4][c:5]2[c:6]([c:7]([NH:10][CH2:11][CH2:12][N:13]3[CH2:14][CH2:15][O:16][CH2:17][CH2:18]3)[n:8][o:9]2)[cH:19][cH:20]1. Reactants: CCCCOc1ncc(C(=O)O)cc1-c1nc2c(CC)n(CCOC)nc2c(=O)[nH]1, CCN=C=NCCCN(C)C, CNOC, CCN(C(C)C)C(C)C, ClCCl, Cl, Cl, O, On1nnc2ccccc21. Yields the product CCCCOc1ncc(C(=O)N(C)OC)cc1-c1nc2c(CC)n(CCOC)nc2c(=O)[nH]1. As a reaction SMILES: [CH2:1]([CH2:2][CH2:3][CH3:4])[O:5][c:6]1[n:7][cH:8][c:9]([C:10](=[O:11])[OH:12])[cH:13][c:14]1-[c:15]1[nH:16][c:17](=[O:30])[c:18]2[c:19]([n:20]1)[c:21]([CH2:28][CH3:29])[n:22]([CH2:24][CH2:25][O:26][CH3:27])[n:23]2.[CH3:43][N:44]([CH3:45])[CH2:46][CH2:47][CH2:48][N:49]=[C:50]=[N:51][CH2:52][CH3:53].[CH3:64][NH:65][O:66][CH3:67].[CH:54]([N:55]([CH:56]([CH3:57])[CH3:58])[CH2:59][CH3:60])([CH3:61])[CH3:62].[Cl:68][CH2:69][Cl:70].[ClH:42].[ClH:63].[OH2:31].[OH:32][n:33]1[c:34]2[cH:35][cH:36][cH:37][cH:38][c:39]2[n:40][n:41]1>>[CH2:1]([CH2:2][CH2:3][CH3:4])[O:5][c:6]1[n:7][cH:8][c:9]([C:10](=[O:12])[N:65]([CH3:64])[O:66][CH3:67])[cH:13][c:14]1-[c:15]1[nH:16][c:17](=[O:30])[c:18]2[c:19]([n:20]1)[c:21]([CH2:28][CH3:29])[n:22]([CH2:24][CH2:25][O:26][CH3:27])[n:23]2. Starting materials: C1CCOC1, [Li]CCCC, CC1CCCN(C)C1(C)C, Fc1cc(F)cc(-c2ccccc2)c1, [Li]N1C(C)(C)CCCC1(C)C, O=C=O. The product is O=C(O)c1c(F)cc(-c2ccccc2)cc1F. RXN SMILES: [CH2:44]1[O:45][CH2:46][CH2:47][CH2:48]1.[CH3:12][CH2:13][CH2:14][CH2:15][Li:16].[CH3:17][CH:18]1[CH2:19][CH2:20][CH2:21][N:22]([CH3:23])[C:24]1([CH3:25])[CH3:26].[F:27][c:28]1[cH:29][c:30](-[c:35]2[cH:36][cH:37][cH:38][cH:39][cH:40]2)[cH:31][c:32]([F:34])[cH:33]1.[Li:1][N:2]1[C:3]([CH3:4])([CH3:5])[CH2:6][CH2:7][CH2:8][C:9]1([CH3:10])[CH3:11].[O:41]=[C:42]=[O:43]>>[F:27][c:28]1[cH:29][c:30](-[c:35]2[cH:36][cH:37][cH:38][cH:39][cH:40]2)[cH:31][c:32]([F:34])[c:33]1[C:42](=[O:41])[OH:43].